This data is from the Open Reaction Database (ORD), a public repository of structured organic reaction records. The task is: describe an organic reaction: reactants, conditions, products, and yield The reactants are C(C)(C)(C)C1=CC=C(C=C1)S(=O)(=O)N1CC2=C(NC3=C1C=C(C=C3)C3=NN(C=C3)CC(=O)OC)N=C(C=C2)C(F)(F)F (Methyl {3-[6-[(4-tert-Butylphenyl)sulfonyl]-2-(trifluoromethyl)-6,11-dihydro-5H-pyrido[2,3-b][1,5]benzodiazepin-8-yl]-1H-pyrazol-1yl}acetate), [Li+].[OH-] (LiOH). Solvent: C(C)#N (acetonitrile), O (water), [Cl-].[Na+].O (brine), Cl (HCl), CCOC(=O)C (EtOAc). Reaction conditions: time 8 hour. The product is C(C)(C)(C)C1=CC=C(C=C1)S(=O)(=O)N1CC2=C(NC3=C1C=C(C=C3)C3=NN(C=C3)CC(=O)O)N=C(C=C2)C(F)(F)F ({3-[6-[(4-tert-Butylphenyl)sulfonyl]-2-(trifluoromethyl)-6,11-dihydro-5H-pyrido[2,3-b]-[1,5]benzodiazepin-8-yl]-1H-pyrazol-1-yl}acetic acid). RXN SMILES: [C:1]([C:5]1[CH:10]=[CH:9][C:8]([S:11]([N:14]2[C:20]3[CH:21]=[C:22]([C:25]4[CH:29]=[CH:28][N:27]([CH2:30][C:31]([O:33]C)=[O:32])[N:26]=4)[CH:23]=[CH:24][C:19]=3[NH:18][C:17]3[N:35]=[C:36]([C:39]([F:42])([F:41])[F:40])[CH:37]=[CH:38][C:16]=3[CH2:15]2)(=[O:13])=[O:12])=[CH:7][CH:6]=1)([CH3:4])([CH3:3])[CH3:2].[Li+].[OH-]>C(#N)C.O.[Cl-].[Na+].O.Cl.CCOC(C)=O>[C:1]([C:5]1[CH:10]=[CH:9][C:8]([S:11]([N:14]2[C:20]3[CH:21]=[C:22]([C:25]4[CH:29]=[CH:28][N:27]([CH2:30][C:31]([OH:33])=[O:32])[N:26]=4)[CH:23]=[CH:24][C:19]=3[NH:18][C:17]3[N:35]=[C:36]([C:39]([F:42])([F:40])[F:41])[CH:37]=[CH:38][C:16]=3[CH2:15]2)(=[O:12])=[O:13])=[CH:7][CH:6]=1)([CH3:4])([CH3:2])[CH3:3] |f:1.2,5.6.7|. Procedure: To methyl-{3-[6-[(4-tert-butylphenyl)sulfonyl]-2-(trifluoromethyl)-6,11-dihydro-5H-pyrido[2,3-b][1,5]benzodiazepin-8-yl]-1H-pyrazol-1-yl}acetate (Example 433, 3.5 mg, 0.006 mmol) in acetonitrile (0.5 mL) and water (0.5 mL) was added LiOH (2 mg, 0.005 mmol). After stirring overnight at rt, the reaction was diluted with 2 mL of brine, 0.5 mL of 2N HCl, and 20 mL of EtOAc. The organic layer was separated, washed with water and brine, dried with Na2SO4, and concentrated to give the title compound. 1...